From a dataset of the Open Reaction Database (ORD), a public repository of structured organic reaction records. describe an organic reaction: reactants, conditions, products, and yield The reactants are C1(=CC=C(C=C1)CCl)CCl (p-xylylene dichloride), C([O-])([O-])=O.[K+].[K+] (potassium carbonate), O (water). Product: C1(=CC=C(C=C1)CO)CO (p-xylylene glycol). Reaction SMILES: [C:1]1(CCl)[CH:6]=[CH:5][C:4]([CH2:7]Cl)=[CH:3][CH:2]=1.[C:11](=[O:14])([O-])[O-].[K+].[K+].[OH2:17]>>[C:1]1([CH2:11][OH:14])[CH:6]=[CH:5][C:4]([CH2:7][OH:17])=[CH:3][CH:2]=1 |f:1.2.3|. Reported procedure: 440 g (2.52 moles) of p-xylylene dichloride, 637 g (4.57 moles) of anhydrous potassium carbonate and 6 liters of water were charged to a flask. The temperature was raised until refluxing began at 103° C. and this temperature was maintained for 5 hours with the contents of the flask being stirred. Approximately 3 liters of water were then removed by distillation. Upon cooling to room temperature white crystals of p-xylylene glycol appeared. The p-xylylene glycol was obtained by filtration and was... The reactants are C(C)(=O)O (acetic acid), C1=C(C=CC2=CC=CC=C12)CC(=O)OCC (Ethyl 2-naphthylacetate), N(=O)OCCCC (n-butyl nitrite), [O-]CC.[Na+] (sodium ethoxide). Solvent: C(C)O (ethanol). Run at temperature 23 celsius, time 18 hour. Product: C1=C(C=CC2=CC=CC=C12)NCCO (2-naphthylglycinol). RXN SMILES: [CH:1]1[C:10]2[C:5](=[CH:6][CH:7]=[CH:8][CH:9]=2)[CH:4]=[CH:3][C:2]=1CC(OCC)=O.[O-:17][CH2:18][CH3:19].[Na+].[N:21](OCCCC)=O.C(O)(=O)C>C(O)C>[CH:1]1[C:10]2[C:5](=[CH:6][CH:7]=[CH:8][CH:9]=2)[CH:4]=[CH:3][C:2]=1[NH:21][CH2:19][CH2:18][OH:17] |f:1.2|. Reported procedure: Ethyl 2-naphthylacetate (11.6 g) was dissolved in ethanol (100 mL) and treated with solid sodium ethoxide (3.5 g) and then dropwise with n-butyl nitrite (7.6 mL). The reaction was stirred at 23° C. for 18 h and treated with acetic acid (5 mL) and stirred for 1 h. The ethanol was removed under reduced pressure and the residue was partitioned between ethyl acetate and water. The organic phase was dried over magnesium sulfate and evaporated under reduced pressure. The residue was chromatographed on... Starting materials: COCCOC, Cn1cc(B2OC(C)(C)C(C)(C)O2)cn1, O=C1C(Cc2c(Cl)cc(OS(=O)(=O)C(F)(F)F)cc2Cl)CCN1C1CCCCC1, [Na+], [Na+], O=C([O-])[O-], c1ccc(P(c2ccccc2)(c2ccccc2)[Pd](P(c2ccccc2)(c2ccccc2)c2ccccc2)(P(c2ccccc2)(c2ccccc2)c2ccccc2)P(c2ccccc2)(c2ccccc2)c2ccccc2)cc1. The product is Cn1cc(-c2cc(Cl)c(CC3CCN(C4CCCCC4)C3=O)c(Cl)c2)cn1. Reaction SMILES: [CH2:128]([CH2:129][O:130][CH3:131])[O:132][CH3:133].[CH3:30][n:31]1[n:32][cH:33][c:34]([B:36]2[O:37][C:38]([CH3:39])([CH3:40])[C:41]([CH3:42])([CH3:43])[O:44]2)[cH:35]1.[F:1][C:2]([F:3])([F:4])[S:5]([O:6][c:7]1[cH:8][c:9]([Cl:27])[c:10]([CH2:14][CH:15]2[C:16](=[O:26])[N:17]([CH:20]3[CH2:21][CH2:22][CH2:23][CH2:24][CH2:25]3)[CH2:18][CH2:19]2)[c:11]([Cl:13])[cH:12]1)(=[O:28])=[O:29].[Na+:45].[Na+:46].[O-:47][C:48](=[O:49])[O-:50].[cH:51]1[cH:52][cH:53][c:54]([P:55]([Pd:56]([P:57]([c:58]2[cH:59][cH:60][cH:61][cH:62][cH:63]2)([c:64]2[cH:65][cH:66][cH:67][cH:68][cH:69]2)[c:70]2[cH:71][cH:72][cH:73][cH:74][cH:75]2)([P:76]([c:77]2[cH:78][cH:79][cH:80][cH:81][cH:82]2)([c:83]2[cH:84][cH:85][cH:86][cH:87][cH:88]2)[c:89]2[cH:90][cH:91][cH:92][cH:93][cH:94]2)[P:95]([c:96]2[cH:97][cH:98][cH:99][cH:100][cH:101]2)([c:102]2[cH:103][cH:104][cH:105][cH:106][cH:107]2)[c:108]2[cH:109][cH:110][cH:111][cH:112][cH:113]2)([c:114]2[cH:115][cH:116][cH:117][cH:118][cH:119]2)[c:120]2[cH:121][cH:122][cH:123][cH:124][cH:125]2)[cH:126][cH:127]1>>[c:7]1(-[c:34]2[cH:33][n:32][n:31]([CH3:30])[cH:35]2)[cH:8][c:9]([Cl:27])[c:10]([CH2:14][CH:15]2[C:16](=[O:26])[N:17]([CH:20]3[CH2:21][CH2:22][CH2:23][CH2:24][CH2:25]3)[CH2:18][CH2:19]2)[c:11]([Cl:13])[cH:12]1.